This data is from the Open Reaction Database (ORD), a public repository of structured organic reaction records. The task is: describe an organic reaction: reactants, conditions, products, and yield Yields the product C(N)(O)=O.OCC1C2(N(C=3C(C(=C(C(C13)=O)N1C(C1)C#N)C)=O)CC1C2N1)OC (1,1a,2,8,8a,8b-Hexahydro-8-(hydroxymethyl)-8a-methoxy-5-methyl-6-(2-cyano-1-aziridinyl)-azirino[2',3':3,4]pyrrolo[1,2-a]indole-4,7-dione carbamate). The solvent is C(Cl)Cl (methylene chloride), CO (methanol). Reactants: CC1=C(C(=O)C2=C(C1=O)N3C[C@H]4[C@@H]([C@@]3([C@@H]2COC(=O)N)OC)N4)OC (mitomycin A), C(#N)C1NC1 (2-cyanoaziridine), C([O-])([O-])=O.[K+].[K+] (potassium carbonate). Isolated yield 30.0%. Procedure details: A solution of mitomycin A (100 mg. or 0.286 mmol) in 8 ml of anhydrous methanol was treated with 2-cyanoaziridine (38.9 mg. or 0.572 mmol) and 30 mg. of potassium carbonate, under nitrogen at room temperature. When thin-layer chromatography on silica gel (2:8 methanol-chloroform as solvent) showed that starting material was no longer present, the mixture was diluted with 50 ml of methylene chloride, filtered, and evaporated under reduced pressure. The residue was purified by preparative thin-lay... Reaction SMILES: [CH3:1][C:2]1[C:8](=[O:9])[C:7]2[N:10]3[C@@:14]([O:21][CH3:22])([C@H:15]([CH2:16][O:17][C:18]([NH2:20])=[O:19])[C:6]=2[C:4](=[O:5])[C:3]=1OC)[C@H:13]1[NH:23][C@H:12]1[CH2:11]3.[C:26]([CH:28]1[CH2:30][NH:29]1)#[N:27].C(=O)([O-])[O-].[K+].[K+]>CO.C(Cl)Cl>[C:18](=[O:17])([OH:19])[NH2:20].[OH:17][CH2:16][CH:15]1[C:6]2[C:4](=[O:5])[C:3]([N:29]3[CH2:30][CH:28]3[C:26]#[N:27])=[C:2]([CH3:1])[C:8](=[O:9])[C:7]=2[N:10]2[CH2:11][CH:12]3[NH:23][CH:13]3[C:14]12[O:21][CH3:22] |f:2.3.4,7.8|. Reactants: FC=1C=C(C=CC1F)C1=CC(=NC=2N1N=C(C2I)C)N2[C@@H](CCC2)CO ((S)-(1-(7-(3,4-Difluorophenyl)-3-iodo-2-methylpyrazolo[1,5-a]pyrimidin-5-yl)pyrrolidin-2-yl)methanol), C(C)OC1=CC=C(C=C1)B(O)O (4-ethoxyphenylboronic acid), C1(=CC=CC=C1)C (toluene), C(=O)(O)[O-].[Na+] (NaHCO3). Reagents/catalysts: C=1C=CC(=CC1)[P](C=2C=CC=CC2)(C=3C=CC=CC3)[Pd]([P](C=4C=CC=CC4)(C=5C=CC=CC5)C=6C=CC=CC6)([P](C=7C=CC=CC7)(C=8C=CC=CC8)C=9C=CC=CC9)[P](C=1C=CC=CC1)(C=1C=CC=CC1)C=1C=CC=CC1 (tetrakis(triphenylphosphine)palladium). Solvent: C(C)O (ethanol). Conditions: temperature 85 celsius, time 6 hour. The product is FC=1C=C(C=CC1F)C1=CC(=NC=2N1N=C(C2C2=CC=C(C=C2)OCC)C)N2[C@@H](CCC2)CO ((S)-{1-[7-(3,4-difluorophenyl)-3-(4-ethoxyphenyl)-2-methylpyrazolo[1,5-a]pyrimidin-5-yl)pyrrolidin-2-yl)methanol). Isolated yield 75.0%. As a reaction SMILES: [F:1][C:2]1[CH:3]=[C:4]([C:9]2[N:14]3[N:15]=[C:16]([CH3:19])[C:17](I)=[C:13]3[N:12]=[C:11]([N:20]3[CH2:24][CH2:23][CH2:22][C@H:21]3[CH2:25][OH:26])[CH:10]=2)[CH:5]=[CH:6][C:7]=1[F:8].[CH2:27]([O:29][C:30]1[CH:35]=[CH:34][C:33](B(O)O)=[CH:32][CH:31]=1)[CH3:28].C1(C)C=CC=CC=1.C([O-])(O)=O.[Na+]>C1C=CC([P]([Pd]([P](C2C=CC=CC=2)(C2C=CC=CC=2)C2C=CC=CC=2)([P](C2C=CC=CC=2)(C2C=CC=CC=2)C2C=CC=CC=2)[P](C2C=CC=CC=2)(C2C=CC=CC=2)C2C=CC=CC=2)(C2C=CC=CC=2)C2C=CC=CC=2)=CC=1.C(O)C>[F:1][C:2]1[CH:3]=[C:4]([C:9]2[N:14]3[N:15]=[C:16]([CH3:19])[C:17]([C:33]4[CH:34]=[CH:35][C:30]([O:29][CH2:27][CH3:28])=[CH:31][CH:32]=4)=[C:13]3[N:12]=[C:11]([N:20]3[CH2:24][CH2:23][CH2:22][C@H:21]3[CH2:25][OH:26])[CH:10]=2)[CH:5]=[CH:6][C:7]=1[F:8] |f:3.4,^1:54,56,75,94|. Procedure details: (S)-(1-(7-(3,4-Difluorophenyl)-3-iodo-2-methylpyrazolo[1,5-a]pyrimidin-5-yl)pyrrolidin-2-yl)methanol (27 mg), 4-ethoxyphenylboronic acid (16 mg) and tetrakis(triphenylphosphine)palladium (10 mg) are added to toluene (8 mL), ethanol (3 mL) and 1 N NaHCO3 aqueous solution (1.5 mL) and stirred at 85° C. for 6 hours under argon atmosphere. After cooling to room temperature, the reaction solvent is removed by distillation under reduced pressure. The remainder is extracted with ethyl acetate and water... Starting materials: N#Cc1cc(Cl)ccc1CBr, CCN(C(C)C)C(C)C, ClCCl, Cl, OC1CNC1. RXN SMILES: [Br:16][CH2:17][c:18]1[c:19]([C:20]#[N:21])[cH:22][c:23]([Cl:26])[cH:24][cH:25]1.[CH:1]([N:2]([CH2:3][CH3:4])[CH:5]([CH3:6])[CH3:7])([CH3:8])[CH3:9].[Cl:27][CH2:28][Cl:29].[ClH:10].[OH:11][CH:12]1[CH2:13][NH:14][CH2:15]1>>[OH:11][CH:12]1[CH2:13][N:14]([CH2:17][c:18]2[c:19]([C:20]#[N:21])[cH:22][c:23]([Cl:26])[cH:24][cH:25]2)[CH2:15]1. Yields the product N#Cc1cc(Cl)ccc1CN1CC(O)C1. Reactants: C(C)(C)(C)OC(NC1=C(C=C(C(=C1)N1CCC1)C(F)(F)F)NC(CC(C1=CC(=CC=C1)N1N=NC=C1COC1OCCCC1)=O)=O)=O ((RS)-[5-azetidin-1-yl-2-(3-oxo-3-{3-[5-(tetrahydro-pyran-2-yloxymethyl)-[1,2,3]triazol-1-yl]-phenyl}-propionylamino)-4-trifluoromethyl-phenyl]-carbamic acid tert.-butyl ester), C(=O)(C(F)(F)F)O (TFA). The solvent is C(Cl)Cl (CH2Cl2). Product: N1(CCC1)C1=CC2=C(NC(CC(=N2)C2=CC(=CC=C2)N2N=NC=C2CO)=O)C=C1C(F)(F)F (7-Azetidin-1-yl-4-[3-(5-hydroxymethyl-[1,2,3]triazol-1-yl)-phenyl]-8-trifluoromethyl-1,3-dihydro-benzo[b][1,4]diazepin-2-one), solid. RXN SMILES: C(OC(=O)[NH:7][C:8]1[CH:13]=[C:12]([N:14]2[CH2:17][CH2:16][CH2:15]2)[C:11]([C:18]([F:21])([F:20])[F:19])=[CH:10][C:9]=1[NH:22][C:23](=[O:46])[CH2:24][C:25](=O)[C:26]1[CH:31]=[CH:30][CH:29]=[C:28]([N:32]2[C:36]([CH2:37][O:38]C3CCCCO3)=[CH:35][N:34]=[N:33]2)[CH:27]=1)(C)(C)C.C(O)(C(F)(F)F)=O>C(Cl)Cl>[N:14]1([C:12]2[C:11]([C:18]([F:20])([F:21])[F:19])=[CH:10][C:9]3[NH:22][C:23](=[O:46])[CH2:24][C:25]([C:26]4[CH:31]=[CH:30][CH:29]=[C:28]([N:32]5[C:36]([CH2:37][OH:38])=[CH:35][N:34]=[N:33]5)[CH:27]=4)=[N:7][C:8]=3[CH:13]=2)[CH2:15][CH2:16][CH2:17]1. Reported procedure: The title compound was prepared from (RS)-[5-azetidin-1-yl-2-(3-oxo-3-{3-[5-(tetrahydro-pyran-2-yloxymethyl)-[1,2,3]triazol-1-yl]-phenyl}-propionylamino)-4-trifluoromethyl-phenyl]-carbamic acid tert.-butyl ester (Example M54) by treatment with TFA in CH2Cl2 according to the general procedure N. Obtained as a yellow solid (182 mg). Starting materials: CO, Cc1c(C(=O)O)cccc1[N+](=O)[O-], O=[Pt]. Yields the product Cc1c(N)cccc1C(=O)O. RXN SMILES: [CH3:14][OH:15].[CH3:1][c:2]1[c:3]([C:4](=[O:5])[OH:6])[cH:7][cH:8][cH:9][c:10]1[N+:11]([O-:12])=[O:13].[Pt:16]=[O:17]>>[CH3:1][c:2]1[c:3]([C:4](=[O:5])[OH:6])[cH:7][cH:8][cH:9][c:10]1[NH2:11]. The reactants are FC=1C=C2N=CC(=NC2=CC1)C(=O)O (6-fluoroquinoxaline-2-carboxylic acid), C(=O)(N1C=NC=C1)N1C=NC=C1 (1,1′-carbonyldiimidazole), Cl.C[C@@H]1CC[C@H](CC1)N (trans-4-methylcyclohexylamine hydrochloride), C(C)(C)N(C(C)C)CC (N,N-diisopropylethylamine). The solvent is CN(C=O)C (dimethylformamide). Run at time 16 hour. The product is C[C@@H]1CC[C@H](CC1)NC(=O)C1=NC2=CC=C(C=C2N=C1)F (N-(trans-4-methylcyclohexyl)-6-fluoroquinoxaline-2-carboxamide). Isolated yield 38.7%. Reaction SMILES: [F:1][C:2]1[CH:3]=[C:4]2[C:9](=[CH:10][CH:11]=1)[N:8]=[C:7]([C:12]([OH:14])=O)[CH:6]=[N:5]2.C(N1C=CN=C1)(N1C=CN=C1)=O.Cl.[CH3:28][C@H:29]1[CH2:34][CH2:33][C@H:32]([NH2:35])[CH2:31][CH2:30]1.C(N(CC)C(C)C)(C)C>CN(C)C=O>[CH3:28][C@H:29]1[CH2:34][CH2:33][C@H:32]([NH:35][C:12]([C:7]2[CH:6]=[N:5][C:4]3[C:9](=[CH:10][CH:11]=[C:2]([F:1])[CH:3]=3)[N:8]=2)=[O:14])[CH2:31][CH2:30]1 |f:2.3|. Reported procedure: A solution of 6-fluoroquinoxaline-2-carboxylic acid (35 mg, 0.18 mmol) in dimethylformamide (4 mL) was treated with 1,1′-carbonyldiimidazole (29 mg, 0.18 mmol) and the reaction stirred for 16 hours at ambient temperature. After this time the reaction mixture was treated with trans-4-methylcyclohexylamine hydrochloride (27 mg, 0.18 mmol) and N,N-diisopropylethylamine (0.05 mL, 0.29 mmol) and the reaction stirred 2 hours at ambient temperature. The solvent was evaporated to a solid (700 mg). The s... Yield: 98.7%. Starting materials: ClC1=C(C=CC=2C(C3=C(C=CC=C3OC12)F)=O)O (4-chloro-8-fluoro-3-hydroxy-9-oxo-9H-xanthene), C([O-])([O-])=O.[K+].[K+] (potassium carbonate), BrCC(=O)OCC (ethyl bromoacetate), CN(C=O)C (N,N-dimethylformamide). As a reaction SMILES: [Cl:1][C:2]1[C:15]2[O:14][C:13]3[C:8](=[C:9]([F:16])[CH:10]=[CH:11][CH:12]=3)[C:7](=[O:17])[C:6]=2[CH:5]=[CH:4][C:3]=1[OH:18].C(=O)([O-])[O-].[K+].[K+].Br[CH2:26][C:27]([O:29][CH2:30][CH3:31])=[O:28].CN(C)C=O>O>[Cl:1][C:2]1[C:15]2[O:14][C:13]3[C:8](=[C:9]([F:16])[CH:10]=[CH:11][CH:12]=3)[C:7](=[O:17])[C:6]=2[CH:5]=[CH:4][C:3]=1[O:18][CH2:26][C:27]([O:29][CH2:30][CH3:31])=[O:28] |f:1.2.3|. Yields the product ClC1=C(C=CC=2C(C3=C(C=CC=C3OC12)F)=O)OCC(=O)OCC (ethyl 4-chloro-8-fluoro-9-oxo-9H-xanthene-3-yloxyacetate). Reaction conditions: time 4 hour. Reported procedure: A mixture of 2.6 g of 4-chloro-8-fluoro-3-hydroxy-9-oxo-9H-xanthene, 2.8 g of potassium carbonate, 3.3 g of ethyl bromoacetate and 40 ml of N,N-dimethylformamide (DMF) was stirred at 60°-70° C. for 4 hours. After cooling the mixture, water was added thereto and the resulting crystal was recovered by filtration, washed with water and dried. Recrystallization from ethanol gave 3.4 g of ethyl 4-chloro-8-fluoro-9-oxo-9H-xanthene-3-yloxyacetate. A mixture of this ester (3.3 g), sodium hydroxide (1.9 ... Run in O (water).